Dataset: the Open Reaction Database (ORD), a public repository of structured organic reaction records. Task: describe an organic reaction: reactants, conditions, products, and yield The reactants are O=C1CCCCCCCN1, O=C(O)C(F)(F)F, c1ccccc1. Product: O=C1CCCCCCCN1, O=C(O)C(F)(F)F. As a reaction SMILES: [C:1]1(=[O:10])[CH2:2][CH2:3][CH2:4][CH2:5][CH2:6][CH2:7][CH2:8][NH:9]1.[OH:11][C:12](=[O:13])[C:14]([F:15])([F:16])[F:17].[cH:18]1[cH:19][cH:20][cH:21][cH:22][cH:23]1>>[C:1]1(=[O:10])[CH2:2][CH2:3][CH2:4][CH2:5][CH2:6][CH2:7][CH2:8][NH:9]1.[O:11]=[C:12]([OH:13])[C:14]([F:15])([F:16])[F:17]. The reactants are Cl (hydrochloric acid), CO (methanol), [OH-].[Na+] (sodium hydroxide), O(C1=CC=CC=C1)C1=CC(=C(C(=O)OC(C)(C)C)C=C1)NC(C1=CC(=CC=C1)N1C=CC=C1)=O (tert-butyl 4-phenoxy-2-(3-(1H-pyrrol-1-yl)benzamido)benzoate). The solvent is C(C)(=O)OCC (ethyl acetate), O1CCOCC1 (dioxane). Conditions: temperature 50 celsius, time 30 minute. Yields the product O(C1=CC=CC=C1)C1=CC(=C(C(=O)O)C=C1)NC(C1=CC(=CC=C1)N1C=CC=C1)=O (4-phenoxy-2-(3-(1H-pyrrol-1-yl)benzamido)benzoic acid). Yield: 43.4%. As a reaction SMILES: CO.[OH-].[Na+].[O:5]([C:12]1[CH:24]=[CH:23][C:15]([C:16]([O:18]C(C)(C)C)=[O:17])=[C:14]([NH:25][C:26](=[O:38])[C:27]2[CH:32]=[CH:31][CH:30]=[C:29]([N:33]3[CH:37]=[CH:36][CH:35]=[CH:34]3)[CH:28]=2)[CH:13]=1)[C:6]1[CH:11]=[CH:10][CH:9]=[CH:8][CH:7]=1.Cl>C(OCC)(=O)C.O1CCOCC1>[O:5]([C:12]1[CH:24]=[CH:23][C:15]([C:16]([OH:18])=[O:17])=[C:14]([NH:25][C:26](=[O:38])[C:27]2[CH:32]=[CH:31][CH:30]=[C:29]([N:33]3[CH:37]=[CH:36][CH:35]=[CH:34]3)[CH:28]=2)[CH:13]=1)[C:6]1[CH:7]=[CH:8][CH:9]=[CH:10][CH:11]=1 |f:1.2|. Procedure details: 1.0 mL of methanol and 0.5 mL of 2.0 mol/L aqueous sodium hydroxide were added to 1.0 mL of dioxane solution containing 20 mg of tert-butyl 4-phenoxy-2-(3-(1H-pyrrol-1-yl)benzamido)benzoate at room temperature and stirred at 50° C. for 30 minutes. After the reaction mixture was cooled to room temperature, ethyl acetate and 1.0 mol/L hydrochloric acid were added. The organic layer was separated and dried over anhydrous magnesium sulfate after washed with a saturated sodium chloride aqueous soluti... Reactants: C(#N)C=1C=C(C=CC1)B(O)O (3-cyanophenyl boronic acid), ClC1=C(C=CC=C1)O (2-chlorophenol), N1=CC=CC=C1 (pyridine). The reagents and catalysts are C(C)(=O)[O-].[Cu+2].C(C)(=O)[O-] (copper (II) acetate). Run in C(Cl)Cl (CH2Cl2). Reaction conditions: temperature 25 celsius. Yields the product ClC1=C(OC=2C=C(C#N)C=CC2)C=CC=C1 (3-(2-chlorophenoxy)benzonitrile). The yield is 86.7%. As a reaction SMILES: [C:1]([C:3]1[CH:4]=[C:5](B(O)O)[CH:6]=[CH:7][CH:8]=1)#[N:2].[Cl:12][C:13]1[CH:18]=[CH:17][CH:16]=[CH:15][C:14]=1[OH:19].N1C=CC=CC=1>C([O-])(=O)C.[Cu+2].C([O-])(=O)C.C(Cl)Cl>[Cl:12][C:13]1[CH:18]=[CH:17][CH:16]=[CH:15][C:14]=1[O:19][C:5]1[CH:4]=[C:3]([CH:8]=[CH:7][CH:6]=1)[C:1]#[N:2] |f:3.4.5|. Reported procedure: To a mixture of 3-cyanophenyl boronic acid (2.84 g, 19.3 mmol), 2-chlorophenol (1.24 g, 9.64 mmol), copper (II) acetate (1.75 g, 9.64 mmol) and 4 Å molecular sieves is added CH2Cl2 (30 mL). While stirring at 25° C., pyridine (3.89 mL, 48.2 mmol) of is added and the reaction mixture stirred at 25° C. for 48 hours. Once complete, the reaction is filtered, and the resulting filtrate is concentrated to afford a crude oil which is purified by column chromatography (5% ethyl acetate in hexanes) to pro... Reactants: C, O=C(NC1CSc2ccccc2NC1=O)OCc1ccccc1, CO, [Pd]. The product is NC1CSc2ccccc2NC1=O. Reaction SMILES: [C:26].[CH2:1]([O:2][C:3](=[O:4])[NH:11][CH:12]1[CH2:13][S:14][c:15]2[c:16]([cH:20][cH:21][cH:22][cH:23]2)[NH:17][C:18]1=[O:19])[c:5]1[cH:6][cH:7][cH:8][cH:9][cH:10]1.[CH3:24][OH:25].[Pd:27]>>[NH2:11][CH:12]1[CH2:13][S:14][c:15]2[c:16]([cH:20][cH:21][cH:22][cH:23]2)[NH:17][C:18]1=[O:19]. Reactants: CO, O=C(Nc1ccccc1)N1CCc2cc(NS(=O)(=O)c3cc(Cl)cc(Cl)c3)ccc21. Product: Nc1ccc2c(c1)CCN2C(=O)Nc1ccccc1. RXN SMILES: [CH3:31][OH:32].[c:1]1([NH:7][C:8](=[O:9])[N:10]2[CH2:11][CH2:12][c:13]3[cH:14][c:15]([NH:19][S:20]([c:21]4[cH:22][c:23]([Cl:24])[cH:25][c:26]([Cl:27])[cH:28]4)(=[O:29])=[O:30])[cH:16][cH:17][c:18]32)[cH:2][cH:3][cH:4][cH:5][cH:6]1>>[c:1]1([NH:7][C:8](=[O:9])[N:10]2[CH2:11][CH2:12][c:13]3[cH:14][c:15]([NH2:19])[cH:16][cH:17][c:18]32)[cH:2][cH:3][cH:4][cH:5][cH:6]1. Starting materials: CC(C)(C)O, C=CCC(CN(C)C(=O)c1cc(-n2cnnn2)ccc1OC)c1ccc(Cl)c(Cl)c1, CC(C)=O, C[N+]1([O-])CCOCC1, [Na+], [Na+], C1CCOC1, O, O, O=[Os](=O)(=O)=O, O=S([O-])([O-])=S. The product is COc1ccc(-n2cnnn2)cc1C(=O)N(C)CC(CC=O)c1ccc(Cl)c(Cl)c1. RXN SMILES: [C:32]([CH3:33])([CH3:34])([CH3:35])[OH:36].[CH3:1][N:2]([C:3]([c:4]1[c:5]([O:15][CH3:16])[cH:6][cH:7][c:8](-[n:10]2[n:11][n:12][n:13][cH:14]2)[cH:9]1)=[O:17])[CH2:18][CH:19]([CH2:20][CH:21]=[CH2:22])[c:23]1[cH:24][c:25]([Cl:30])[c:26]([Cl:29])[cH:27][cH:28]1.[CH3:37][C:38]([CH3:39])=[O:40].[CH3:41][N+:42]1([O-:48])[CH2:43][CH2:44][O:45][CH2:46][CH2:47]1.[Na+:54].[Na+:55].[O:62]1[CH2:63][CH2:64][CH2:65][CH2:66]1.[OH2:31].[OH2:61].[Os:56](=[O:57])(=[O:58])(=[O:59])=[O:60].[S:49]([O-:50])([O-:51])(=[O:52])=[S:53]>>[CH3:1][N:2]([C:3]([c:4]1[c:5]([O:15][CH3:16])[cH:6][cH:7][c:8](-[n:10]2[n:11][n:12][n:13][cH:14]2)[cH:9]1)=[O:17])[CH2:18][CH:19]([CH2:20][CH:21]=[O:36])[c:23]1[cH:24][c:25]([Cl:30])[c:26]([Cl:29])[cH:27][cH:28]1. Run at temperature 100 celsius, time 8 hour. Starting materials: tris(dibenzylideneacetone)dipalladium(0)chloroform, NCCN1CCCCC1 (1-(2-aminoethyl)piperidine), CC(C)([O-])C.[Na+] (sodium tert-butoxide), C(C)NC1=C(C=CC(=C1)OC)C1CC2=CC=C(C=C2CC1)OC (ethyl [5-methoxy-2-(6-methoxy-1,2,3,4-tetrahydronaphthalen-2-yl)phenyl]amine), BrC1=CC=C(C(=O)Cl)C=C1 (4-bromobenzoyl chloride), BrC1=CC=C(C(=O)N(C2=C(C=CC(=C2)OC)C2CC3=CC=C(C=C3CC2)OC)CC)C=C1 (4-bromo-N-ethyl-N-[5-methoxy-2-(6-methoxy-1,2,3,4-tetrahydronaphthalen-2-yl)phenyl]benzamide). Yields the product C(C)N(C(C1=CC=C(C=C1)NCCN1CCCCC1)=O)C1=C(C=CC(=C1)OC)C1CC2=CC=C(C=C2CC1)OC (N-Ethyl-N-[5-methoxy-2-(6-methoxy-1,2,3,4-tetrahydronaphthalen-2-yl)phenyl]-4-(2-piperidin-1-ylethylamino)benzamide). Procedure: Synthesized from ethyl [5-methoxy-2-(6-methoxy-1,2,3,4-tetrahydronaphthalen-2-yl)phenyl]amine and 4-bromobenzoyl chloride according to an analogous synthetic method to Preparation Example 86, to a suspension of the resulting 4-bromo-N-ethyl-N-[5-methoxy-2-(6-methoxy-1,2,3,4-tetrahydronaphthalen-2-yl)phenyl]benzamide (299 mg) in 1,4-dioxane (10 ml) were sequentially added 1-(2-aminoethyl)piperidine (0.13 ml), sodium tert-butoxide (88 mg), (±)-2,2′-bis(diphenylphosphino)-1,1′-binaphthyl (23 mg) an... Reagents/catalysts: C1(=CC=CC=C1)P(C1=C(C2=CC=CC=C2C=C1)C1=C(C=CC2=CC=CC=C12)P(C1=CC=CC=C1)C1=CC=CC=C1)C1=CC=CC=C1 ((±)-2,2′-bis(diphenylphosphino)-1,1′-binaphthyl). The solvent is O1CCOCC1 (1,4-dioxane). As a reaction SMILES: C(NC1C=C(OC)C=CC=1C1CCC2C(=CC=C(OC)C=2)C1)C.BrC1C=CC(C(Cl)=O)=CC=1.Br[C:35]1[CH:65]=[CH:64][C:38]([C:39]([N:41]([CH2:62][CH3:63])[C:42]2[CH:47]=[C:46]([O:48][CH3:49])[CH:45]=[CH:44][C:43]=2[CH:50]2[CH2:59][CH2:58][C:57]3[C:52](=[CH:53][CH:54]=[C:55]([O:60][CH3:61])[CH:56]=3)[CH2:51]2)=[O:40])=[CH:37][CH:36]=1.[NH2:66][CH2:67][CH2:68][N:69]1[CH2:74][CH2:73][CH2:72][CH2:71][CH2:70]1.CC(C)([O-])C.[Na+]>O1CCOCC1.C1(P(C2C=CC=CC=2)C2C=CC3C(=CC=CC=3)C=2C2C3C(=CC=CC=3)C=CC=2P(C2C=CC=CC=2)C2C=CC=CC=2)C=CC=CC=1>[CH2:62]([N:41]([C:42]1[CH:47]=[C:46]([O:48][CH3:49])[CH:45]=[CH:44][C:43]=1[CH:50]1[CH2:59][CH2:58][C:57]2[C:52](=[CH:53][CH:54]=[C:55]([O:60][CH3:61])[CH:56]=2)[CH2:51]1)[C:39](=[O:40])[C:38]1[CH:64]=[CH:65][C:35]([NH:66][CH2:67][CH2:68][N:69]2[CH2:74][CH2:73][CH2:72][CH2:71][CH2:70]2)=[CH:36][CH:37]=1)[CH3:63] |f:4.5|.